describe an organic reaction: reactants, conditions, products, and yield From a dataset of the Open Reaction Database (ORD), a public repository of structured organic reaction records. Starting materials: C(C=C)S (allylmercaptan), [Na] (sodium), C(CC(C)C)OC=1N=NC(=CC1)Cl (3-isopentyloxy-6-chloropyridazine). Run in CO (methanol). Product: C(CC(C)C)OC=1N=NC(=CC1)SCC=C (3-isopentyloxy-6-allylthiopyridazine). As a reaction SMILES: [Na].[CH2:2]([SH:5])[CH:3]=[CH2:4].[CH2:6]([O:11][C:12]1[N:13]=[N:14][C:15](Cl)=[CH:16][CH:17]=1)[CH2:7][CH:8]([CH3:10])[CH3:9]>CO>[CH2:6]([O:11][C:12]1[N:13]=[N:14][C:15]([S:5][CH2:2][CH:3]=[CH2:4])=[CH:16][CH:17]=1)[CH2:7][CH:8]([CH3:10])[CH3:9] |^1:0|. Procedure details: 1.15 g(0.05 mol) of metallic sodium was dissolved in 150 ml of absolute methanol and then mixed with 4.98 ml(0.05 mol) of allylmercaptan. To this mixture was added 10.03 g(0.05 mol) of 3-isopentyloxy-6-chloropyridazine. The reaction solution was refluxed for 24 hours and then treated according to the same manner as Example 1 to obtain the title compound as a pale yellow oil. Starting materials: S(=O)(Cl)Cl (thionyl chloride), C1(=CC=CC=C1)C (Toluene), C(CC)[C@@H]1CC[C@H](CC1)C(=O)O (trans-4-propylcyclohexanecarboxylic acid). The solvent is N1=CC=CC=C1 (Pyridine). Conditions: temperature 50 celsius, time 3 hour. Product: C(CC)[C@@H]1CC[C@H](CC1)C(=O)Cl (trans-4-propylcyclohexanecarboxylic acid chloride). Isolated yield 95.9%. RXN SMILES: C1(C)C=CC=CC=1.[CH2:8]([C@H:11]1[CH2:16][CH2:15][C@H:14]([C:17]([OH:19])=O)[CH2:13][CH2:12]1)[CH2:9][CH3:10].S(Cl)([Cl:22])=O>N1C=CC=CC=1>[CH2:8]([C@H:11]1[CH2:16][CH2:15][C@H:14]([C:17]([Cl:22])=[O:19])[CH2:13][CH2:12]1)[CH2:9][CH3:10]. Procedure: Toluene (1,000 ml) was added to trans-4-propylcyclohexanecarboxylic acid (1) (500.0 g) in a reaction vessel under an atmosphere of nitrogen, and the mixture was heated to 50° C. Pyridine (0.70 ml) and thionyl chloride (360.0 g) were then added, and the stirring was continued for 3 hours. The unreacted thionyl chloride and the toluene were distilled off at atmospheric pressure. The residue was distilled under reduced pressure (83° C., 3 mmHg) to give trans-4-propylcyclohexanecarboxylic acid chlor... The reactants are COC=1C=CC2=C(C(=C(O2)C=O)C)C1 (5-methoxy-3-methyl-1-benzofuran-2-carbaldehyde), C(C(C)C)[Mg]Br (isobutylmagnesium bromide), [Cl-].[NH4+] (ammonium chloride). Solvent: O1CCCC1 (tetrahydrofuran), O1CCCC1 (tetrahydrofuran). Reaction conditions: time 1 hour. Yields the product COC=1C=CC2=C(C(=C(O2)C(CC(C)C)O)C)C1 (1-(5-methoxy-3-methyl-1-benzofuran-2-yl)-3-methylbutan-1-ol). Isolated yield 62.0%. As a reaction SMILES: [CH3:1][O:2][C:3]1[CH:4]=[CH:5][C:6]2[O:10][C:9]([CH:11]=[O:12])=[C:8]([CH3:13])[C:7]=2[CH:14]=1.[CH2:15]([Mg]Br)[CH:16]([CH3:18])[CH3:17].[Cl-].[NH4+]>O1CCCC1>[CH3:1][O:2][C:3]1[CH:4]=[CH:5][C:6]2[O:10][C:9]([CH:11]([OH:12])[CH2:15][CH:16]([CH3:18])[CH3:17])=[C:8]([CH3:13])[C:7]=2[CH:14]=1 |f:2.3|. Procedure details: To a solution (4.0 mL) of 5-methoxy-3-methyl-1-benzofuran-2-carbaldehyde (1.91 g) synthesized in Example A27(2) in tetrahydrofuran was added a solution (15.0 mL) of 1.0M isobutylmagnesium bromide in tetrahydrofuran at 0° C., and the mixture was stirred for 1 hr. Saturated aqueous ammonium chloride solution was added to quench the reaction, tetrahydrofuran was evaporated in an evaporator, and the residue was extracted with ethyl acetate. The extract was washed with saturated brine, dried over mag... Reactants: COC1=CC(=NC=C1)CCC (4-Methoxy-2-n-propylpyridine), COC1=CC=C(C(CBr)=O)C=C1 (4-methoxyphenacylbromide). Yields the product C(C)C=1C(=CN2C=CC(=CC12)OC)C1=CC=C(C=C1)OC (1-ethyl-7-methoxy-2-(4-methoxyphenyl)indolizine). Isolated yield 86.0%. Reaction SMILES: [CH3:1][O:2][C:3]1[CH:8]=[CH:7][N:6]=[C:5]([CH2:9][CH2:10][CH3:11])[CH:4]=1.[CH3:12][O:13][C:14]1[CH:23]=[CH:22][C:17]([C:18](=O)[CH2:19]Br)=[CH:16][CH:15]=1>>[CH2:10]([C:9]1[C:18]([C:17]2[CH:22]=[CH:23][C:14]([O:13][CH3:12])=[CH:15][CH:16]=2)=[CH:19][N:6]2[C:5]=1[CH:4]=[C:3]([O:2][CH3:1])[CH:8]=[CH:7]2)[CH3:11]. Reported procedure: 4-Methoxy-2-n-propylpyridine was reacted with 4-methoxyphenacylbromide by the general synthetic principle outlined in example 23, step 5, to afford 1-ethyl-7-methoxy-2-(4-methoxyphenyl)indolizine in 86% yield. M.p. 101-103° C. 1H-NMR (DMSO-d6, 200 MHz) δ: 1.10 (t, 3H); 2.77 (q, 2H); 3.77 (s, 3H); 3.80 (s, 3H); 6.23 (dd, 1H); 6.65 (d, 1H); 7.00 (d, 2H); 7.35 (s, 1H); 7.38 (d, 2H); 8.06 (d, 1H). Analysis: Calculated for C18H19N1O2 : C, 76.84; H, 6.81; N, 4.98%. Found: C, 76.73; H, 6.94; N, 4.80%.